From a dataset of the Open Reaction Database (ORD), a public repository of structured organic reaction records. describe an organic reaction: reactants, conditions, products, and yield RXN SMILES: [CH3:29][I:30].[F:1][c:2]1[cH:3][c:4]([S:16][c:17]2[cH:18][c:19]3[c:20]([cH:27][cH:28]2)[NH:21][C:22](=[O:26])[CH:23]([CH3:25])[O:24]3)[cH:5][c:6]([C:8]2([O:14][CH3:15])[CH2:9][CH2:10][O:11][CH2:12][CH2:13]2)[cH:7]1>>[F:1][c:2]1[cH:3][c:4]([S:16][c:17]2[cH:18][c:19]3[c:20]([cH:27][cH:28]2)[N:21]([CH3:29])[C:22](=[O:26])[CH:23]([CH3:25])[O:24]3)[cH:5][c:6]([C:8]2([O:14][CH3:15])[CH2:9][CH2:10][O:11][CH2:12][CH2:13]2)[cH:7]1. The product is COC1(c2cc(F)cc(Sc3ccc4c(c3)OC(C)C(=O)N4C)c2)CCOCC1. Reactants: CI, COC1(c2cc(F)cc(Sc3ccc4c(c3)OC(C)C(=O)N4)c2)CCOCC1. Yields the product ClC(C(=O)OC)(CC1=CC=CC=C1)C (methyl 2-chloro-2-methyl-3-phenylpropionate). Run in C(C)#N (acetonitrile). As a reaction SMILES: [C:1]([O:6][CH3:7])(=[O:5])[C:2]([CH3:4])=[CH2:3].N[C:9]1[CH:14]=[CH:13][CH:12]=[CH:11][CH:10]=1.[ClH:15]>C(#N)C>[Cl:15][C:2]([CH3:4])([CH2:3][C:9]1[CH:14]=[CH:13][CH:12]=[CH:11][CH:10]=1)[C:1]([O:6][CH3:7])=[O:5]. Procedure: Following the general procedure of Example I, 280 mmols of distilled methyl methacrylate were reacted with 25 mmols of distilled aniline in 30 mL of acetonitrile and in the presence of 38 mmols of concentrated HCl and 2.5 mmols of cuprous oxide. The process resulted in an 80% yield of methyl 2-chloro-2-methyl-3-phenylpropionate. Isolated yield 80.0%. Starting materials: NC1=CC=CC=C1 (aniline), Cl (HCl), cuprous oxide, C(C(=C)C)(=O)OC (methyl methacrylate). Reactants: C1CCNC1, CO, CCCCCC, CC(C)(C)OC(=O)N1CCC(=O)CC1, CC(=O)c1ccccc1O. The product is CC(C)(C)OC(=O)N1CCC2(CC1)CC(=O)c1ccccc1O2. RXN SMILES: [CH2:15]1[CH2:16][NH:17][CH2:18][CH2:19]1.[CH3:30][OH:31].[CH3:32][CH2:33][CH2:34][CH2:35][CH2:36][CH3:37].[O:1]=[C:2]1[CH2:3][CH2:4][N:5]([C:8](=[O:9])[O:10][C:11]([CH3:12])([CH3:13])[CH3:14])[CH2:6][CH2:7]1.[OH:20][c:21]1[c:22]([C:27]([CH3:28])=[O:29])[cH:23][cH:24][cH:25][cH:26]1>>[O:1]1[C:2]2([CH2:3][CH2:4][N:5]([C:8](=[O:9])[O:10][C:11]([CH3:12])([CH3:13])[CH3:14])[CH2:6][CH2:7]2)[CH2:28][C:27](=[O:29])[c:22]2[c:21]1[cH:26][cH:25][cH:24][cH:23]2. The reactants are solid, FC(C=1C=C(C=C(C1)C(F)(F)F)N1N=CC=2C1=NC=NC2Cl)(F)F (1-(3,5-Bis-trifluoromethyl-phenyl)-4-chloro-1H-pyrazolo[3,4-d]pyrimidine), C(C)(C)(C)OC(NC1CCC(CC1)N)=O ((4-amino-cyclohexyl)-carbamic acid tert-butyl ester), C(C)(C)N(CC)C(C)C (diisopropylethyl amine), C24H26F6N6O2. Run in C1CCOC1 (THF). Yields the product C(C)(C)(C)OC(NC1CCC(CC1)NC1=C2C(=NC=N1)N(N=C2)C2=CC(=CC(=C2)C(F)(F)F)C(F)(F)F)=O ({4-[1-(3,5-Bis-trifluoromethyl-phenyl)-1H-pyrazolo[3,4-d]pyrimidin-4-ylamino]-cyclohexyl}-carbamic acid tert-butyl ester). Reaction SMILES: [F:1][C:2]([F:24])([F:23])[C:3]1[CH:4]=[C:5]([N:13]2[C:17]3=[N:18][CH:19]=[N:20][C:21](Cl)=[C:16]3[CH:15]=[N:14]2)[CH:6]=[C:7]([C:9]([F:12])([F:11])[F:10])[CH:8]=1.[C:25]([O:29][C:30](=[O:39])[NH:31][CH:32]1[CH2:37][CH2:36][CH:35]([NH2:38])[CH2:34][CH2:33]1)([CH3:28])([CH3:27])[CH3:26].C(N(C(C)C)CC)(C)C>C1COCC1>[C:25]([O:29][C:30](=[O:39])[NH:31][CH:32]1[CH2:33][CH2:34][CH:35]([NH:38][C:21]2[N:20]=[CH:19][N:18]=[C:17]3[N:13]([C:5]4[CH:4]=[C:3]([C:2]([F:24])([F:23])[F:1])[CH:8]=[C:7]([C:9]([F:12])([F:11])[F:10])[CH:6]=4)[N:14]=[CH:15][C:16]=23)[CH2:36][CH2:37]1)([CH3:28])([CH3:26])[CH3:27]. Procedure: 1-(3,5-Bis-trifluoromethyl-phenyl)-4-chloro-1H-pyrazolo[3,4-d]pyrimidine (147 mg, 0.4 mmol), (4-amino-cyclohexyl)-carbamic acid tert-butyl ester (0.44 mmole, 1.1 eq) and diisopropylethyl amine (0.44 mmol, 1.1 eq) were dissolved in THF (3 mL) and then stirred at room temperature over night. THF was removed in vacuo and the solid residue was re-dissolved in 30/70 mixture of water and ACN gave yellow solid. The solid was washed with water and dried in vacuo provided compound A44 as creamy green sol... Starting materials: O(C1=CC=CC=C1)C1=CC=C(C(=O)OC)C=C1 (Methyl 4-phenoxybenzoate), [OH-].[Na+] (NaOH). Solvent: O (water), O1CCOCC1 (dioxane). Reaction conditions: time 8 hour. The product is O(C1=CC=CC=C1)C1=CC=C(C(=O)O)C=C1 (4-Phenoxybenzoic acid). RXN SMILES: [O:1]([C:8]1[CH:17]=[CH:16][C:11]([C:12]([O:14]C)=[O:13])=[CH:10][CH:9]=1)[C:2]1[CH:7]=[CH:6][CH:5]=[CH:4][CH:3]=1.[OH-].[Na+]>O.O1CCOCC1>[O:1]([C:8]1[CH:17]=[CH:16][C:11]([C:12]([OH:14])=[O:13])=[CH:10][CH:9]=1)[C:2]1[CH:3]=[CH:4][CH:5]=[CH:6][CH:7]=1 |f:1.2|. Reported procedure: Methyl 4-phenoxybenzoate (0.144 g; 0.630 mmol) was added to a mixture of NaOH in water (1 mL; 2M) and dioxane (1 mL) and stirred vigorously at room temperature overnight. The resulting mixture was concentrated in vacuo and extracted with dichloromethane. The aqueous layer was acidified with a 6N solution of hydrochloric acid in water. The precipitated product was collected by filtration to yield 0.136 g (quantitative) of the title compound as a white solid which was used without further purifica...